From a dataset of the Open Reaction Database (ORD), a public repository of structured organic reaction records. describe an organic reaction: reactants, conditions, products, and yield The reactants are NC(=O)C(NCc1ccccc1)C1CSC(=O)N1Cc1ccccc1, CCOC(C)=O, CN(C)C=O, Cl. The product is O=C1SCC2C1N(Cc1ccccc1)C(=O)N2Cc1ccccc1. As a reaction SMILES: [CH2:2]([c:3]1[cH:4][cH:5][cH:6][cH:7][cH:8]1)[NH:9][CH:10]([C:11]([NH2:12])=[O:13])[CH:14]1[N:15]([CH2:20][c:21]2[cH:22][cH:23][cH:24][cH:25][cH:26]2)[C:16](=[O:19])[S:17][CH2:18]1.[CH3:27][CH2:28][O:29][C:30](=[O:31])[CH3:32].[CH3:33][N:34]([CH3:35])[CH:36]=[O:37].[ClH:1]>>[CH2:2]([c:3]1[cH:4][cH:5][cH:6][cH:7][cH:8]1)[N:9]1[CH:10]2[C:11](=[O:13])[S:17][CH2:18][CH:14]2[N:15]([CH2:20][c:21]2[cH:22][cH:23][cH:24][cH:25][cH:26]2)[C:16]1=[O:19]. Reactants: CCOc1ccc(C(CO)NC(=O)C2CC2c2ccccc2)cn1, CI, [H-], [Na+], CN(C)C=O. Yields the product CCOc1ccc(C(COC)NC(=O)C2CC2c2ccccc2)cn1. As a reaction SMILES: [CH2:3]([CH3:4])[O:5][c:6]1[cH:7][cH:8][c:9]([CH:12]([CH2:13][OH:14])[NH:15][C:16](=[O:17])[CH:18]2[CH:19]([c:21]3[cH:22][cH:23][cH:24][cH:25][cH:26]3)[CH2:20]2)[cH:10][n:11]1.[CH3:27][I:28].[H-:2].[Na+:1].[O:29]=[CH:30][N:31]([CH3:32])[CH3:33]>>[CH2:3]([CH3:4])[O:5][c:6]1[cH:7][cH:8][c:9]([CH:12]([CH2:13][O:14][CH3:27])[NH:15][C:16](=[O:17])[CH:18]2[CH:19]([c:21]3[cH:22][cH:23][cH:24][cH:25][cH:26]3)[CH2:20]2)[cH:10][n:11]1. Starting materials: CONC(CCl)=O (N-Methoxychloroacetamide), C(C=C)C=1C=C(C=CC1)N=C=O (3-Allylphenylisocyanate). Reagents/catalysts: C(CCCCCCCCCCC)(=O)[O-].C(CCCCCCCCCCC)(=O)[O-].C(CCC)[Sn+2]CCCC (dibutyltin dilaurate). Solvent: C1=CC=CC=C1 (benzene), C1=CC=CC=C1 (benzene). The product is ClCC(=NOC)OC(NC1=CC(=CC=C1)CC=C)=O (1-chloro-2-(N-3-allylphenylcarbamoyloxy)-2-methoxyiminoethane). RXN SMILES: [CH3:1][O:2][NH:3][C:4](=[O:7])[CH2:5][Cl:6].[CH2:8]([C:11]1[CH:12]=[C:13]([N:17]=[C:18]=[O:19])[CH:14]=[CH:15][CH:16]=1)[CH:9]=[CH2:10]>C([O-])(=O)CCCCCCCCCCC.C([O-])(=O)CCCCCCCCCCC.C([Sn+2]CCCC)CCC.C1C=CC=CC=1>[Cl:6][CH2:5][C:4]([O:7][C:18](=[O:19])[NH:17][C:13]1[CH:14]=[CH:15][CH:16]=[C:11]([CH2:8][CH:9]=[CH2:10])[CH:12]=1)=[N:3][O:2][CH3:1] |f:2.3.4|. Reported procedure: N-Methoxychloroacetamide (12.3 grams; 0.1 mole), benzene (80 ml) and dibutyltin dilaurate (1 drop) are charged into a glass reaction flask equipped with a mechanical stirrer, thermometer and reflux condenser. 3-Allylphenylisocyanate (16 grams; 0.1 mole) dissolved in benzene (30 ml) is incrementally added to the reaction mixture, with stirring, at room temperature. After the addition is completed the reaction mixture is heated at reflux for a period of about 2 hours. After this time the reaction ... The reactants are NC1(CCN(CC1)C(=O)OCC1=CC=CC=C1)CC(=O)O ({4-amino-1-[(benzyloxy)carbonyl]piperidin-4-yl}acetic acid), CO (methanol), S(=O)(Cl)Cl (thionyl chloride). Conditions: time 2 day. Yields the product Cl.NC1(CCN(CC1)C(=O)OCC1=CC=CC=C1)CC(=O)OC (benzyl 4-amino-4-(2-methoxy-2-oxoethyl)piperidine-1-carboxylate hydrochloride). RXN SMILES: [NH2:1][C:2]1([CH2:18][C:19]([OH:21])=[O:20])[CH2:7][CH2:6][N:5]([C:8]([O:10][CH2:11][C:12]2[CH:17]=[CH:16][CH:15]=[CH:14][CH:13]=2)=[O:9])[CH2:4][CH2:3]1.S(Cl)([Cl:24])=O.[CH3:26]O>>[ClH:24].[NH2:1][C:2]1([CH2:18][C:19]([O:21][CH3:26])=[O:20])[CH2:7][CH2:6][N:5]([C:8]([O:10][CH2:11][C:12]2[CH:17]=[CH:16][CH:15]=[CH:14][CH:13]=2)=[O:9])[CH2:4][CH2:3]1 |f:3.4|. Procedure: To a suspension of 300 mg of {4-amino-1-[(benzyloxy)carbonyl]piperidin-4-yl}acetic acid in 6 ml of methanol was added 150 μl of thionyl chloride, followed by stirring for 2 days. The reaction mixture was concentrated under reduced pressure, ether was added thereto, and the resulting solid was collected by filtration and dried to obtain 350 mg of benzyl 4-amino-4-(2-methoxy-2-oxoethyl)piperidine-1-carboxylate hydrochloride. Reactants: O=[N+]([O-])c1c(Br)c[n+]([O-])c2ccccc12, C1CCNCC1, C1CCOC1. Yields the product O=[N+]([O-])c1c(N2CCCCC2)c[n+]([O-])c2ccccc12. As a reaction SMILES: [Br:1][c:2]1[cH:3][n+:4]([O-:15])[c:5]2[cH:6][cH:7][cH:8][cH:9][c:10]2[c:11]1[N+:12](=[O:13])[O-:14].[CH2:16]1[CH2:17][CH2:18][NH:19][CH2:20][CH2:21]1.[O:22]1[CH2:23][CH2:24][CH2:25][CH2:26]1>>[c:2]1([N:19]2[CH2:18][CH2:17][CH2:16][CH2:21][CH2:20]2)[cH:3][n+:4]([O-:15])[c:5]2[cH:6][cH:7][cH:8][cH:9][c:10]2[c:11]1[N+:12](=[O:13])[O-:14]. Starting materials: CC1CCC(C2=CNN=C12)C1=CC=C(C#N)C=C1 (4-[7-Methyl-4,5,6,7-tetrahydro-2H-indazol-4-yl]benzonitrile), C[C@H]1CC[C@@H](C2=CNN=C12)C1=CC=C(C#N)C=C1 ((+/−)-(trans)-4-[7-methyl-4,5,6,7-tetrahydro-2H-indazol-4-yl]benzonitrile). Solvent: CCO (EtOH). Product: C[C@@H]1CC[C@@H](C2=CNN=C12)C1=CC=C(C#N)C=C1 ((cis)-4-[7-methyl-4,5,6,7-tetrahydro-2H-indazol-4-yl]benzonitrile). Reaction SMILES: [CH3:1][CH:2]1[C:10]2[C:6](=[CH:7][NH:8][N:9]=2)[CH:5]([C:11]2[CH:18]=[CH:17][C:14]([C:15]#[N:16])=[CH:13][CH:12]=2)[CH2:4][CH2:3]1.C[C@@H]1C2C(=CNN=2)[C@@H](C2C=CC(C#N)=CC=2)CC1>CCO>[CH3:1][C@H:2]1[C:10]2[C:6](=[CH:7][NH:8][N:9]=2)[C@@H:5]([C:11]2[CH:12]=[CH:13][C:14]([C:15]#[N:16])=[CH:17][CH:18]=2)[CH2:4][CH2:3]1. Reported procedure: (+/−)-(cis/trans)-4-[7-Methyl-4,5,6,7-tetrahydro-2H-indazol-4-yl]benzonitrile (0.36 g, 1.52 mmol) and (+/−)-(trans)-4-[7-methyl-4,5,6,7-tetrahydro-2H-indazol-4-yl]benzonitrile (0.18 g, 0.76 mmol) are combined and the single enantiomers are obtained by chiral chromatography (Chiralpak AD-H, 4.6×150 mm, 100% EtOH 0.2% DMEA, 225 mm) to give (cis)-4-[7-methyl-4,5,6,7-tetrahydro-2H-indazol-4-yl]benzonitrile-isomer 2, (0.05 g, 27%) as the second eluting isomer. ES/MS m/z 238 (M+H), Tr=2.988 min. (tran... Reactants: C([O-])([O-])=O.[K+].[K+] (potassium carbonate), CN(C=O)C (N,N-dimethylformamide), OC1=CC=CC=2NC3=CC=CC=C3C12 (4-hydroxycarbazole), C(C=C)Br (allyl bromide). The solvent is O (water). The product is C(C=C)OC1=CC=CC=2NC3=CC=CC=C3C12 (4-(allyloxy)-9H-carbazole). Reaction SMILES: C(=O)([O-])[O-].[K+].[K+].CN(C)C=O.[OH:12][C:13]1[C:25]2[C:24]3[C:19](=[CH:20][CH:21]=[CH:22][CH:23]=3)[NH:18][C:17]=2[CH:16]=[CH:15][CH:14]=1.[CH2:26](Br)[CH:27]=[CH2:28]>O>[CH2:28]([O:12][C:13]1[C:25]2[C:24]3[C:19](=[CH:20][CH:21]=[CH:22][CH:23]=3)[NH:18][C:17]=2[CH:16]=[CH:15][CH:14]=1)[CH:27]=[CH2:26] |f:0.1.2|. Procedure details: 138 g of potassium carbonate was added to N,N-dimethylformamide (500 mL) solution of 121.9 g of 4-hydroxycarbazole. Under stirring, 88.6 g of allyl bromide was added thereto and the reaction mixture was stirred at 80° C. for 5 hours. The reaction mixture was allowed to cool, 3.5 L of water was added thereto, and extracted twice with 1 L of ethyl acetate. The combined organic layer was washed with 1 L of brine, and dried over anhydrous sodium sulfate. After filtration, the filtrate was concentrat...